This data is from the Open Reaction Database (ORD), a public repository of structured organic reaction records. The task is: describe an organic reaction: reactants, conditions, products, and yield Reactants: CN(C)c1cc(NC(=O)OC(C)(C)C)c(N)cc1C(F)(F)F, CC(C)(C)OC(=O)CC(=O)c1cccc(-n2cccn2)c1. Product: CN(C)c1cc(NC(=O)OC(C)(C)C)c(NC(=O)CC(=O)c2cccc(-n3cccn3)c2)cc1C(F)(F)F. RXN SMILES: [C:1]([CH3:2])([CH3:3])([CH3:4])[O:5][C:6]([NH:7][c:8]1[c:9]([NH2:21])[cH:10][c:11]([C:17]([F:18])([F:19])[F:20])[c:12]([N:14]([CH3:15])[CH3:16])[cH:13]1)=[O:22].[C:23]([CH3:25])([CH3:26])([O:27][C:28](=[O:24])[CH2:29][C:30]([c:31]1[cH:32][c:33](-[n:37]2[n:38][cH:39][cH:40][cH:41]2)[cH:34][cH:35][cH:36]1)=[O:42])[CH3:43]>>[C:1]([CH3:2])([CH3:3])([CH3:4])[O:5][C:6]([NH:7][c:8]1[c:9]([NH:21][C:28](=[O:27])[CH2:29][C:30]([c:31]2[cH:32][c:33](-[n:37]3[n:38][cH:39][cH:40][cH:41]3)[cH:34][cH:35][cH:36]2)=[O:42])[cH:10][c:11]([C:17]([F:18])([F:19])[F:20])[c:12]([N:14]([CH3:15])[CH3:16])[cH:13]1)=[O:22]. The reactants are CCO, COc1ccc(N2CCN(c3c(C)c(C)c4c(c3C)C(O)(c3ccc(C(F)(F)F)cc3)C(C)(C)O4)CC2)cc1. Yields the product COc1ccc(N2CCN(c3c(C)c(C)c4c(c3C)C(c3ccc(C(F)(F)F)cc3)C(C)(C)O4)CC2)cc1. RXN SMILES: [CH3:40][CH2:41][OH:42].[F:1][C:2]([c:3]1[cH:4][cH:5][c:6]([C:9]2([OH:37])[C:10]([CH3:35])([CH3:36])[O:11][c:12]3[c:13]2[c:14]([CH3:34])[c:15]([N:20]2[CH2:21][CH2:22][N:23]([c:26]4[cH:27][cH:28][c:29]([O:32][CH3:33])[cH:30][cH:31]4)[CH2:24][CH2:25]2)[c:16]([CH3:19])[c:17]3[CH3:18])[cH:7][cH:8]1)([F:38])[F:39]>>[F:1][C:2]([c:3]1[cH:4][cH:5][c:6]([CH:9]2[C:10]([CH3:35])([CH3:36])[O:11][c:12]3[c:13]2[c:14]([CH3:34])[c:15]([N:20]2[CH2:21][CH2:22][N:23]([c:26]4[cH:27][cH:28][c:29]([O:32][CH3:33])[cH:30][cH:31]4)[CH2:24][CH2:25]2)[c:16]([CH3:19])[c:17]3[CH3:18])[cH:7][cH:8]1)([F:38])[F:39]. The reactants are [N+](=O)([O-])C1=CC=CC=2[C@H]3[C@@H]([C@](OC21)(C(OC)OC)C)O3 ((2S,3S,4S)-8-nitro-2-methyl-2-dimethoxymethyl-3,4-epoxy-3,4-dihydro-2H-1-benzopyran), ClC1=CC=C(C=C1)NCC=1N=NN(N1)C (N-(4-chlorophenyl)-N-(2-methyl-2H-tetrazol-5-ylmethyl)amine). Product: [N+](=O)([O-])C1=CC=CC=2[C@H]([C@@H]([C@](OC21)(C(OC)OC)C)O)N(CC=2N=NN(N2)C)C2=CC=C(C=C2)Cl ((2S,3S,4R)-8-nitro-4-[N-(4-chlorophenyl)-N-(2-methyl-2H-tetrazol-5-ylmethyl)amino]-3-hydroxy-2-methyl-2-dimethoxymethyl-3,4-dihydro-2H-1-benzopyran). The yield is 51.3%. RXN SMILES: [N+:1]([C:4]1[C:13]2[O:12][C@:11]([CH3:19])([CH:14]([O:17][CH3:18])[O:15][CH3:16])[C@H:10]3[O:20][C@H:9]3[C:8]=2[CH:7]=[CH:6][CH:5]=1)([O-:3])=[O:2].[Cl:21][C:22]1[CH:27]=[CH:26][C:25]([NH:28][CH2:29][C:30]2[N:31]=[N:32][N:33]([CH3:35])[N:34]=2)=[CH:24][CH:23]=1>>[N+:1]([C:4]1[C:13]2[O:12][C@:11]([CH3:19])([CH:14]([O:17][CH3:18])[O:15][CH3:16])[C@@H:10]([OH:20])[C@H:9]([N:28]([C:25]3[CH:26]=[CH:27][C:22]([Cl:21])=[CH:23][CH:24]=3)[CH2:29][C:30]3[N:31]=[N:32][N:33]([CH3:35])[N:34]=3)[C:8]=2[CH:7]=[CH:6][CH:5]=1)([O-:3])=[O:2]. Procedure details: The same procedure as step 3 of example 1 was accomplished, except for using (2S,3S,4S)-8-nitro-2-methyl-2-dimethoxymethyl-3,4-epoxy-3,4-dihydro-2H-1-benzopyran (751 mg, 2.67 mmol) and N-(4-chlorophenyl)-N-(2-methyl-2H-tetrazol-5-ylmethyl)amine (597 mg, 2.67 mmol). The crude product was purified by silica gel column chromatography (developing solvent-n-hexane:ethyl acetate=2:1), to give desired compound (691 mg, yield: 51%). The reactants are C(C)(C)(C)OC(=O)N1[C@H](CN(C(C1)=O)CC(F)(F)F)CCCC (1-tert-Butoxycarbonyl-2(S)-n-butyl-4-(2,2,2-trifluoroethyl)piperazin-5-one), C(Cl)Cl (methylene chloride), C(C)(=O)O[BH-](OC(C)=O)OC(C)=O.[Na+] (Sodium triacetoxyborohydride), C(#N)C1=CC=C(CN2C=NC=C2C=O)C=C1 (1-(4-Cyanobenzyl)-5-imidazolecarboxaldehyde), C([O-])(O)=O.[Na+] (sodium bicarbonate). Solvent: FC(C(=O)O)(F)F (trifluoroacetic acid). Run at temperature 20 celsius, time 8 hour. Product: Cl.Cl.C(CCC)[C@@H]1N(CC(N(C1)CC(F)(F)F)=O)CC1=CN=CN1CC1=CC=C(C=C1)C#N (2(S)-n-Butyl-1-[1-(4-cyanobenzyl)-5-imidazolylmethyl]-4-(2,2,2-trifluoroethyl)-piperazin-5-one dihydrochloride). Reaction SMILES: C(O[C:6]([N:8]1[CH2:13][C:12](=[O:14])[N:11]([CH2:15][C:16]([F:19])([F:18])[F:17])[CH2:10][C@@H:9]1[CH2:20][CH2:21][CH2:22][CH3:23])=O)(C)(C)C.C(O[BH-](OC(=O)C)OC(=O)C)(=O)C.[Na+].[C:38]([C:40]1[CH:53]=[CH:52][C:43]([CH2:44][N:45]2[C:49](C=O)=[CH:48][N:47]=[CH:46]2)=[CH:42][CH:41]=1)#[N:39].C(=O)(O)[O-].[Na+].C(Cl)[Cl:60]>FC(F)(F)C(O)=O>[ClH:60].[ClH:60].[CH2:20]([C@H:9]1[CH2:10][N:11]([CH2:15][C:16]([F:17])([F:18])[F:19])[C:12](=[O:14])[CH2:13][N:8]1[CH2:6][C:49]1[N:45]([CH2:44][C:43]2[CH:52]=[CH:53][C:40]([C:38]#[N:39])=[CH:41][CH:42]=2)[CH:46]=[N:47][CH:48]=1)[CH2:21][CH2:22][CH3:23] |f:1.2,4.5,8.9.10|. Procedure details: A solution of the product from Step D (0.578 g, 1.71 mmol) was stirred in 30% trifluoroacetic acid in methylene chloride for 1 h. The volatiles were removed in vacuo, and the residue dissolved in dichloroethane (5 mL). The pH was adjusted to 5-6 with N-methylmorpholine. Sodium triacetoxyborohydride (0.544 g, 2.57 mmol) and 1-(4-cyanobenzyl)imidazolyl-5-carboxaldehyde from Step I (0.361 g, 1.71 mmol) was added. The reaction was stirred overnight at 20° C. then poured into saturated sodium bicarbo... Reactants: ClC1=C2C(=NC3=C1C=NN3CC)C(C3=C(CC2)C=CC=C3)=O (4-chloro-1-ethyl-5,6-dihydrobenzo[5,6]cyclohepta[1,2-b]pyrazolo[4,3-e]pyridin-11(1H)-one), C(CCC)N (butylamine). Run in CCOCC (ether). Product: C(CCC)NC1=C2C(=NC3=C1C=NN3CC)C(C3=C(CC2)C=CC=C3)=NCCCC (N-Butyl-11-(butylimino)-1-ethyl-1,5,6,11-tetrahydrobenzo[5,6]cyclohepta[1,2-b]pyrazolo[4,3-e]pyridin-4-amine). Reaction SMILES: Cl[C:2]1[C:7]2[CH:8]=[N:9][N:10]([CH2:11][CH3:12])[C:6]=2[N:5]=[C:4]2[C:13](=O)[C:14]3[CH:21]=[CH:20][CH:19]=[CH:18][C:15]=3[CH2:16][CH2:17][C:3]=12.[CH2:23]([NH2:27])[CH2:24][CH2:25][CH3:26]>CCOCC>[CH2:23]([NH:27][C:2]1[C:7]2[CH:8]=[N:9][N:10]([CH2:11][CH3:12])[C:6]=2[N:5]=[C:4]2[C:13](=[N:5][CH2:4][CH2:3][CH2:2][CH3:7])[C:14]3[CH:21]=[CH:20][CH:19]=[CH:18][C:15]=3[CH2:16][CH2:17][C:3]=12)[CH2:24][CH2:25][CH3:26]. Procedure details: 10.8 g. of 4-chloro-1-ethyl-5,6-dihydrobenzo[5,6]cyclohepta[1,2-b]pyrazolo[4,3-e]pyridin-11(1H)-one (0.035 mol.) and 100 ml. of butylamine are reacted in an autoclave by the procedure of Example 5, yield: 9.8 g. (70%); m.p. 124°-125° (ether; refrigerator). Reactants: CCOC(=O)CC(=O)O, C1CCOC1, CC(C)[Mg+], [Cl-], Cl, O=C(Cl)CCc1ccc([N+](=O)[O-])cc1. Product: CCOC(=O)CC(=O)CCc1ccc([N+](=O)[O-])cc1. As a reaction SMILES: [CH2:1]([CH3:2])[O:3][C:4]([CH2:5][C:6](=[O:7])[OH:8])=[O:9].[CH2:30]1[O:31][CH2:32][CH2:33][CH2:34]1.[CH:11]([Mg+:12])([CH3:13])[CH3:14].[Cl-:10].[ClH:29].[N+:15](=[O:16])([O-:17])[c:18]1[cH:19][cH:20][c:21]([CH2:24][CH2:25][C:26]([Cl:27])=[O:28])[cH:22][cH:23]1>>[CH2:1]([CH3:2])[O:3][C:4]([CH2:5][C:6](=[O:8])[CH2:25][CH2:24][c:21]1[cH:20][cH:19][c:18]([N+:15](=[O:16])[O-:17])[cH:23][cH:22]1)=[O:9]. The reactants are CCOC(=O)CC#N, O=N[O-], [Na+], O, O=S(=O)(O)O. The product is CCOC(=O)C(C#N)=NO. As a reaction SMILES: [C:10](#[N:11])[CH2:12][C:13](=[O:14])[O:15][CH2:16][CH3:17].[N:6](=[O:7])[O-:8].[Na+:9].[OH2:18].[S:1](=[O:2])(=[O:3])([OH:4])[OH:5]>>[N:6]([OH:8])=[C:12]([C:10]#[N:11])[C:13](=[O:14])[O:15][CH2:16][CH3:17].